Dataset: the Open Reaction Database (ORD), a public repository of structured organic reaction records. Task: describe an organic reaction: reactants, conditions, products, and yield The reactants are C(C)(C)(C)OC(=O)N1CCC(CC1)=NNC(=O)OC(C)(C)C (4-(tert-butoxycarbonyl-hydrazono)piperidine-1-carboxylic acid tert-butyl ester), [BH4-].[Na+] (Sodium borohydride), C([O-])(O)=O.[Na+] (sodium bicarbonate). The solvent is CO (methanol), O1CCCC1 (tetrahydrofuran), [Cl-].[Na+].O (brine). Reaction conditions: temperature 60 celsius. The product is C(C)(C)(C)OC(=O)N1CCC(CC1)NNC(=O)OC(C)(C)C (4-(tert-butoxycarbonyl-hydrazino)-piperidine-1-carboxylic acid tert-butyl ester). Yield: 99.3%. Reaction SMILES: [C:1]([O:5][C:6]([N:8]1[CH2:13][CH2:12][C:11](=[N:14][NH:15][C:16]([O:18][C:19]([CH3:22])([CH3:21])[CH3:20])=[O:17])[CH2:10][CH2:9]1)=[O:7])([CH3:4])([CH3:3])[CH3:2].[BH4-].[Na+].C(=O)(O)[O-].[Na+]>CO.O1CCCC1.[Cl-].[Na+].O>[C:1]([O:5][C:6]([N:8]1[CH2:13][CH2:12][CH:11]([NH:14][NH:15][C:16]([O:18][C:19]([CH3:22])([CH3:21])[CH3:20])=[O:17])[CH2:10][CH2:9]1)=[O:7])([CH3:4])([CH3:3])[CH3:2] |f:1.2,3.4,7.8.9|. Procedure details: A solution of 4-(tert-butoxycarbonyl-hydrazono)-piperidine-1-carboxylic acid tert-butyl ester (from Step 1; 12.0 g, 38.3 mmol) in methanol (60 mL) and tetrahydrofuran (120 mL) was cooled to 0° C. Sodium borohydride (9.0 g, 238 mmol) was added slowly in three portions in 15-30 min intervals. The reaction mixture was heated to 60° C. for 2 h and then cooled to room temperature. A solution of 20% brine (90.0 mL) and 10% sodium bicarbonate (200 mL) were slowly added to the stirred reaction mixture. ... Reactants: BrCC(=O)C1=CC=C(C=C1)Br (2-bromo-1-(4-bromophenyl)ethanone), [BH4-].[Na+] (NaBH4), C(C1=CC=CC=C1)N (benzylamine). The solvent is CCO (EtOH), C(Cl)(Cl)Cl (CHCl3). Run at time 2 hour. The product is C(C1=CC=CC=C1)NCC(O)C1=CC=C(C=C1)Br (2-benzylamino-1-(4-bromo-phenyl)-ethanol). Isolated yield 43.9%. Reaction SMILES: Br[CH2:2][C:3]([C:5]1[CH:10]=[CH:9][C:8]([Br:11])=[CH:7][CH:6]=1)=[O:4].[CH2:12]([NH2:19])[C:13]1[CH:18]=[CH:17][CH:16]=[CH:15][CH:14]=1.[BH4-].[Na+]>CCO.C(Cl)(Cl)Cl>[CH2:12]([NH:19][CH2:2][CH:3]([C:5]1[CH:10]=[CH:9][C:8]([Br:11])=[CH:7][CH:6]=1)[OH:4])[C:13]1[CH:18]=[CH:17][CH:16]=[CH:15][CH:14]=1 |f:2.3|. Procedure details: To a cooled (0° C.) suspension of 2-bromo-1-(4-bromophenyl)ethanone (40.24 g; 0.14 mol) in EtOH (500 mL) and CHCl3 (100 mL) was added benzylamine (63 mL; 0.58 mol). After 30 minutes the ice-bath was removed and the mixture stirred for another 2 hours at RT. Subsequently the reaction mixture was cooled again to 0° C. and NaBH4 (6.26 g; 165.5 mmol) was added in small portions. The resulting mixture was stirred at 0° C. for 1 hour and thereafter another 4 hours at RT. The reaction mixture was quenc... The reactants are O=C(CBr)c1ccccc1, O=C([O-])O, CCn1cc(C(=O)O)c(=O)c2cc(F)c(N3CCNCC3)c(F)c21, [I-], [K+], [Na+], CN(C)C=O. The product is CCn1cc(C(=O)O)c(=O)c2cc(F)c(N3CCN(CC(=O)c4ccccc4)CC3)c(F)c21. As a reaction SMILES: [Br:32][CH2:33][C:34](=[O:35])[c:36]1[cH:37][cH:38][cH:39][cH:40][cH:41]1.[C:25](=[O:26])([OH:27])[O-:28].[CH2:1]([CH3:2])[n:3]1[cH:4][c:5]([C:22](=[O:23])[OH:24])[c:6](=[O:21])[c:7]2[cH:8][c:9]([F:20])[c:10]([N:14]3[CH2:15][CH2:16][NH:17][CH2:18][CH2:19]3)[c:11]([F:13])[c:12]12.[I-:31].[K+:30].[Na+:29].[O:42]=[CH:43][N:44]([CH3:45])[CH3:46]>>[CH2:1]([CH3:2])[n:3]1[cH:4][c:5]([C:22](=[O:23])[OH:24])[c:6](=[O:21])[c:7]2[cH:8][c:9]([F:20])[c:10]([N:14]3[CH2:15][CH2:16][N:17]([CH2:33][C:34](=[O:35])[c:36]4[cH:37][cH:38][cH:39][cH:40][cH:41]4)[CH2:18][CH2:19]3)[c:11]([F:13])[c:12]12. The reactants are NC1=C(C=C(C=C1)F)C(F)(F)F (2-amino-5-fluorobenzotrifluoride), CN(C=O)C (N,N-Dimethylformamide), BrC=1C=C(C=CC1)C1=C(C(OC2=CC(=C(C=C12)C)Cl)=O)CC(=O)O ([4-(3-bromophenyl)-7-chloro-6-methyl-2-oxo-2H-chromen-3-yl]acetic acid), S(=O)(Cl)Cl (thionyl chloride). Solvent: O (water), C(C)#N (Acetonitrile), O1CCCC1 (tetrahydrofuran). Reaction conditions: temperature 40 celsius, time 1.5 hour. Product: BrC=1C=C(C=CC1)C1=C(C(OC2=CC(=C(C=C12)C)Cl)=O)CC(=O)NC1=C(C=C(C=C1)F)C(F)(F)F (2-[4-(3-Bromophenyl)-7-chloro-6-methyl-2-oxo-2H-chromen-3-yl]-N-[4-fluoro-2-(trifluoromethyl)phenyl]acetamide). The yield is 85.5%. RXN SMILES: CN(C)C=O.[Br:6][C:7]1[CH:8]=[C:9]([C:13]2[C:22]3[C:17](=[CH:18][C:19]([Cl:24])=[C:20]([CH3:23])[CH:21]=3)[O:16][C:15](=[O:25])[C:14]=2[CH2:26][C:27](O)=[O:28])[CH:10]=[CH:11][CH:12]=1.S(Cl)(Cl)=O.[NH2:34][C:35]1[CH:40]=[CH:39][C:38]([F:41])=[CH:37][C:36]=1[C:42]([F:45])([F:44])[F:43]>O1CCCC1.O.C(#N)C>[Br:6][C:7]1[CH:8]=[C:9]([C:13]2[C:22]3[C:17](=[CH:18][C:19]([Cl:24])=[C:20]([CH3:23])[CH:21]=3)[O:16][C:15](=[O:25])[C:14]=2[CH2:26][C:27]([NH:34][C:35]2[CH:40]=[CH:39][C:38]([F:41])=[CH:37][C:36]=2[C:42]([F:45])([F:43])[F:44])=[O:28])[CH:10]=[CH:11][CH:12]=1. Reported procedure: N,N-Dimethylformamide (0.2 ml) was added to a solution of [4-(3-bromophenyl)-7-chloro-6-methyl-2-oxo-2H-chromen-3-yl]acetic acid (13.5 g) in tetrahydrofuran (135 ml), and then thionyl chloride (5.12 g) was added dropwise to the resulting mixture with passing nitrogen through the reaction vessel at 25° C. After completion of the addition, the mixture was warmed to 40° C. and stirred for 1.5 hours. Then, 2-amino-5-fluorobenzotrifluoride (6.53 g) was added thereto, and the mixture was warmed to 60°... Reactants: Cn1c(C2CC2)c(Br)c(=O)n1-c1ccccc1, CC(=O)[O-], CC(=O)[O-], CCOC(C)=O, Cc1ccccc1, OB(O)C1CC1, C1CCC(P(C2CCCCC2)C2CCCCC2)CC1, [K+], [K+], [K+], O, O, O=P([O-])([O-])[O-], [Pd+2]. Yields the product Cn1c(C2CC2)c(C2CC2)c(=O)n1-c1ccccc1. As a reaction SMILES: [Br:1][c:2]1[c:3](=[O:17])[n:4](-[c:11]2[cH:12][cH:13][cH:14][cH:15][cH:16]2)[n:5]([CH3:10])[c:6]1[CH:7]1[CH2:8][CH2:9]1.[C:58]([O-:59])(=[O:60])[CH3:61].[C:63]([O-:64])(=[O:65])[CH3:66].[CH3:52][CH2:53][O:54][C:55]([CH3:56])=[O:57].[CH3:68][c:69]1[cH:70][cH:71][cH:72][cH:73][cH:74]1.[CH:18]1([B:21]([OH:22])[OH:23])[CH2:19][CH2:20]1.[CH:32]1([P:33]([CH:34]2[CH2:35][CH2:36][CH2:37][CH2:38][CH2:39]2)[CH:40]2[CH2:41][CH2:42][CH2:43][CH2:44][CH2:45]2)[CH2:46][CH2:47][CH2:48][CH2:49][CH2:50]1.[K+:29].[K+:30].[K+:31].[OH2:51].[OH2:67].[P:24]([O-:25])([O-:26])([O-:27])=[O:28].[Pd+2:62]>>[c:2]1([CH:18]2[CH2:19][CH2:20]2)[c:3](=[O:17])[n:4](-[c:11]2[cH:12][cH:13][cH:14][cH:15][cH:16]2)[n:5]([CH3:10])[c:6]1[CH:7]1[CH2:8][CH2:9]1. Reactants: CC(=O)O, COCOC1=C(C(N)=O)CC(C#N)(c2ccc(OC)c(OCC3CC3)c2)CC1. The product is COc1ccc(C2(C#N)CCC(=O)C(C(N)=O)C2)cc1OCC1CC1. Reaction SMILES: [CH3:29][C:30](=[O:31])[OH:32].[NH2:1][C:2](=[O:3])[C:4]1=[C:5]([O:25][CH2:26][O:27][CH3:28])[CH2:6][CH2:7][C:8]([c:10]2[cH:11][c:12]([O:18][CH2:19][CH:20]3[CH2:21][CH2:22]3)[c:13]([O:16][CH3:17])[cH:14][cH:15]2)([C:23]#[N:24])[CH2:9]1>>[NH2:1][C:2](=[O:3])[CH:4]1[C:5](=[O:25])[CH2:6][CH2:7][C:8]([c:10]2[cH:11][c:12]([O:18][CH2:19][CH:20]3[CH2:21][CH2:22]3)[c:13]([O:16][CH3:17])[cH:14][cH:15]2)([C:23]#[N:24])[CH2:9]1. Reactants: [F-].[K+] (potassium fluoride), C1COCCOCCOCCOCCOCCO1 (18-crown-6), ClC=1C=C(C(=O)OCC)C=C(C1Cl)Cl (ethyl 3,4,5-trichlorobenzoate). The reagents and catalysts are [Br-].C1(=CC=CC=C1)[P+](C1=CC=CC=C1)(C1=CC=CC=C1)C1=CC=CC=C1 (tetraphenyl phosphonium bromide). Run in C1(=CC=CC=C1)C (toluene). The product is ClC=1C=C(C(=O)OCC)C=C(C1F)Cl (ethyl 3,5-dichloro-4-fluorobenzoate). Yield: 57.4%. Reaction SMILES: [F-:1].[K+].C1OCCOCCOCCOCCOCCOC1.[Cl:21][C:22]1[CH:23]=[C:24]([CH:30]=[C:31]([Cl:34])[C:32]=1Cl)[C:25]([O:27][CH2:28][CH3:29])=[O:26]>[Br-].C1([P+](C2C=CC=CC=2)(C2C=CC=CC=2)C2C=CC=CC=2)C=CC=CC=1.C1(C)C=CC=CC=1>[Cl:21][C:22]1[CH:23]=[C:24]([CH:30]=[C:31]([Cl:34])[C:32]=1[F:1])[C:25]([O:27][CH2:28][CH3:29])=[O:26] |f:0.1,4.5|. Procedure: Into a three-necked 50 ml flask equipped with a condenser and a stirrer, 1.9 g (33 mmol) of spray-dried potassium fluoride (purchased from Laporte Industry), 1.1 g (2.5 mmol) of tetraphenyl phosphonium bromide, 0.7 g (2.5 mmol) of 18-crown-6 and 6.4 g (25 mmol) of ethyl 3,4,5-trichlorobenzoate were introduced, and the mixture was heated in an oil bath and reacted under a nitrogen atmosphere at 210° C. for 2 hours. The reactor was cooled, and the mixture was diluted with 40 ml of toluene. Inorgan...